This data is from the Open Reaction Database (ORD), a public repository of structured organic reaction records. The task is: describe an organic reaction: reactants, conditions, products, and yield Reactants: CCOC(=O)c1cn(-c2ccc3c(c2)CCC3)c2nc(Nc3ccc(N4CCN(C)CC4)cc3)ncc2c1=O, CN, CO. Yields the product CNC(=O)c1cn(-c2ccc3c(c2)CCC3)c2nc(Nc3ccc(N4CCN(C)CC4)cc3)ncc2c1=O. RXN SMILES: [CH2:1]([O:2][C:4](=[O:5])[c:6]1[c:7](=[O:39])[c:8]2[c:9]([n:10][c:11]([NH:14][c:15]3[cH:16][cH:17][c:18]([N:21]4[CH2:22][CH2:23][N:24]([CH3:27])[CH2:25][CH2:26]4)[cH:19][cH:20]3)[n:12][cH:13]2)[n:28](-[c:30]2[cH:31][c:32]3[c:36]([cH:37][cH:38]2)[CH2:35][CH2:34][CH2:33]3)[cH:29]1)[CH3:3].[CH3:40][NH2:41].[CH3:42][OH:43]>>[C:4](=[O:5])([c:6]1[c:7](=[O:39])[c:8]2[c:9]([n:10][c:11]([NH:14][c:15]3[cH:16][cH:17][c:18]([N:21]4[CH2:22][CH2:23][N:24]([CH3:27])[CH2:25][CH2:26]4)[cH:19][cH:20]3)[n:12][cH:13]2)[n:28](-[c:30]2[cH:31][c:32]3[c:36]([cH:37][cH:38]2)[CH2:35][CH2:34][CH2:33]3)[cH:29]1)[NH:41][CH3:40].